Dataset: the Open Reaction Database (ORD), a public repository of structured organic reaction records. Task: describe an organic reaction: reactants, conditions, products, and yield Starting materials: CNC, CO, ClC(Cl)Cl, CN(C(=O)CCl)C1(c2ccccc2)Cc2ccccc2C1. Product: CN(C)CC(=O)N(C)C1(c2ccccc2)Cc2ccccc2C1. As a reaction SMILES: [CH3:1][NH:2][CH3:3].[CH3:29][OH:30].[CH:25]([Cl:26])([Cl:27])[Cl:28].[Cl:4][CH2:5][C:6](=[O:7])[N:8]([C:9]1([c:18]2[cH:19][cH:20][cH:21][cH:22][cH:23]2)[CH2:10][c:11]2[cH:12][cH:13][cH:14][cH:15][c:16]2[CH2:17]1)[CH3:24]>>[CH3:1][N:2]([CH3:3])[CH2:5][C:6](=[O:7])[N:8]([C:9]1([c:18]2[cH:19][cH:20][cH:21][cH:22][cH:23]2)[CH2:10][c:11]2[cH:12][cH:13][cH:14][cH:15][c:16]2[CH2:17]1)[CH3:24]. The reactants are C1(O)=CC=C(O)C=C1 (hydroquinone), [H-].[Na+] (sodium hydride), Cl (hydrochloric acid), COCCl (chloromethyl methyl ether). Solvent: C1CCOC1 (THF), C1CCOC1 (THF). Run at temperature -20 celsius, time 1 hour. Yields the product COCOC1=CC=C(C=C1)O (4-Methoxymethoxyphenol). The yield is 20.9%. Reaction SMILES: [H-].[Na+].[C:3]1([CH:10]=[CH:9][C:7]([OH:8])=[CH:6][CH:5]=1)[OH:4].[CH3:11][O:12][CH2:13]Cl.Cl>C1COCC1>[CH3:11][O:12][CH2:13][O:4][C:3]1[CH:10]=[CH:9][C:7]([OH:8])=[CH:6][CH:5]=1 |f:0.1|. Procedure details: A mixture of 60% sodium hydride (1.80 g, 45.0 mmol) and dry THF (20 mL) was cooled to −20° C. After addition of a solution of hydroquinone (2.00 g, 18.2 mmol) in THF (30 mL), the mixture was stirred at room temperature for one hour and then cooled again to −20° C. After dropwise addition of chloromethyl methyl ether (1.3 mL, 18.0 mmol), the cooled mixture was slowly warmed to 10° C., stirred at room temperature for one hour, and poured onto ice pieces (500 g). To the resulting mixture was added ...